From a dataset of the Open Reaction Database (ORD), a public repository of structured organic reaction records. describe an organic reaction: reactants, conditions, products, and yield Conditions: time 8 hour. The solvent is C(C)(=O)OCC (ethyl acetate). The reagents and catalysts are [Pd].C1(=CC=CC=C1)P(C1=CC=CC=C1)C1=CC=CC=C1.C1(=CC=CC=C1)P(C1=CC=CC=C1)C1=CC=CC=C1.C1(=CC=CC=C1)P(C1=CC=CC=C1)C1=CC=CC=C1.C1(=CC=CC=C1)P(C1=CC=CC=C1)C1=CC=CC=C1 (tetrakis(triphenylphosphine) palladium(0)). Reactants: BrC1=C(C=NC=C1)C=O (4-bromo-pyridine-3-carbaldehyde), acid, P(=O)([O-])([O-])[O-].[K+].[K+].[K+] (potassium phosphate), O1CCOCC1 (1,4-dioxane). Reaction SMILES: Br[C:2]1[CH:7]=[CH:6][N:5]=[CH:4][C:3]=1[CH:8]=[O:9].P([O-])([O-])([O-])=O.[K+].[K+].[K+].O1[CH2:23][CH2:22][O:21][CH2:20]C1>C(OCC)(=O)C.[Pd].C1(P(C2C=CC=CC=2)C2C=CC=CC=2)C=CC=CC=1.C1(P(C2C=CC=CC=2)C2C=CC=CC=2)C=CC=CC=1.C1(P(C2C=CC=CC=2)C2C=CC=CC=2)C=CC=CC=1.C1(P(C2C=CC=CC=2)C2C=CC=CC=2)C=CC=CC=1>[OH:9][CH2:8][C:3]1[CH:4]=[N:5][CH:6]=[CH:7][C:2]=1[C:7]1[CH:2]=[C:3]([CH:4]=[CH:23][C:22]=1[O:21][CH3:20])[CH:8]=[O:9] |f:1.2.3.4,7.8.9.10.11|. Reported procedure: A flask was with charged 4-bromo-pyridine-3-carbaldehyde (376 mg, 2 mmol), 3-formal-6-methoxyphenelboronic acid (432 mg, 2.4 mmol), tetrakis(triphenylphosphine) palladium(0) (116 mg, 0.1 mmol), potassium phosphate (638 mg, 3 mmol) and 1,4-dioxane (20 mL). The reaction mixture was kept at 80° C. overnight, then diluted with ethyl acetate and washed with water then brine. The organic layer was dried over sodium sulfate, concentrated, and the residue purified by flash chromatography to yield 3-(3-h... The product is OCC=1C=NC=CC1C=1C=C(C=O)C=CC1OC (3-(3-hydroxymethyl-pyridin-4-yl)-4-methoxy-benzaldehyde). Starting materials: Example 1, O=C[C@H](O)[C@@H](O)[C@H](O)[C@H](O)CO (glucose), O=C([C@H](O)[C@@H](O)[C@H](O)[C@H](O)CO)O (gluconic acid). The solvent is aqueous solution. Run at time 21 hour. Yields the product C([C@@H]1[C@H]([C@@H]([C@H](C(=O)O1)O)O)O)O (delta gluconolactone). As a reaction SMILES: [O:1]=[CH:2][C@@H:3]([C@H:5]([C@@H:7]([C@@H:9]([CH2:11][OH:12])[OH:10])[OH:8])[OH:6])[OH:4].O=C(O)[C@@H]([C@H]([C@@H]([C@@H](CO)O)O)O)O>>[CH2:11]([OH:12])[C@H:9]1[O:10][C:2](=[O:1])[C@H:3]([OH:4])[C@@H:5]([OH:6])[C@@H:7]1[OH:8]. Reported procedure: The wet immobilized cells of Example 1 (47.3 g) were placed in 100 ml of an aqueous solution containing 10 g of glucose, and the mixture was stirred with aeration for 21 hours at room temperature. A 99% conversion to a mixture of gluconic acid and delta gluconolactone was obtained, and 75% of the original enzyme activity was recovered. The reactants are C(C)OC(C1=CC=C(C=C1)NC(=O)N1CCC(CC1)CNC[C@@H](COC1=CC=C(C=C1)OCC1=CC=CC=C1)O)=O (4-[(4-{[(2S)-2-hydroxy-3-(4-benzyloxy-phenoxy)-propylamino]-methyl}-piperidine-1-carbonyl)-amino]-benzoic acid ethyl ester), C(=O)[O-].[NH4+] (ammonium formate). The reagents and catalysts are [Pd] (palladium on carbon). Run in CO (methanol). Reaction conditions: time 8 hour. Product: O[C@@H](CNCC1CCN(CC1)C(=O)NC1=CC=C(C(=O)O)C=C1)COC1=CC=C(C=C1)OCC1=CC=CC=C1 (4-[(4-{[(2S)-2-Hydroxy-3-(4-benzyloxy-phenoxy)-propylamino]-methyl}-piperidine-1-carbonyl)-amino]-benzoic Acid). Yield: 26.6%. RXN SMILES: C([O:3][C:4](=[O:41])[C:5]1[CH:10]=[CH:9][C:8]([NH:11][C:12]([N:14]2[CH2:19][CH2:18][CH:17]([CH2:20][NH:21][CH2:22][C@H:23]([OH:40])[CH2:24][O:25][C:26]3[CH:31]=[CH:30][C:29]([O:32][CH2:33][C:34]4[CH:39]=[CH:38][CH:37]=[CH:36][CH:35]=4)=[CH:28][CH:27]=3)[CH2:16][CH2:15]2)=[O:13])=[CH:7][CH:6]=1)C.C([O-])=O.[NH4+]>CO.[Pd]>[OH:40][C@H:23]([CH2:24][O:25][C:26]1[CH:31]=[CH:30][C:29]([O:32][CH2:33][C:34]2[CH:35]=[CH:36][CH:37]=[CH:38][CH:39]=2)=[CH:28][CH:27]=1)[CH2:22][NH:21][CH2:20][CH:17]1[CH2:16][CH2:15][N:14]([C:12]([NH:11][C:8]2[CH:9]=[CH:10][C:5]([C:4]([OH:41])=[O:3])=[CH:6][CH:7]=2)=[O:13])[CH2:19][CH2:18]1 |f:1.2|. Procedure details: A mixture of 4-[(4-{[(2S)-2-hydroxy-3-(4-benzyloxy-phenoxy)-propylamino]-methyl}-piperidine-1-carbonyl)-amino]-benzoic acid ethyl ester (0.11 g, 0.43 mmol) and ammonium formate (0.063 g, 1 mmol) in 5 mL of methanol over 0.110 g of 10% palladium on carbon was stirred at ambient temperature overnight. The catalyst was filtered (solka floc) and the filtrate concentrated in vacuo. Trituration of the crude solid foam with Et2O provided 0.061 g of the title compound as a white solid. Starting materials: CC=1C=CC=CC1C(=O)NC=2C=CC(=C(C2)C)C(=O)N3CCCC(C4=C3C=CC(=C4)Cl)O (Tolvaptan), C(O)([O-])=O.[Na+] (sodium hydrogen carbonate), Cl.CN(CCCC(=O)O)C (4-dimethylamino-butyric acid hydrochloride), Cl.CN(CCCN=C=NCC)C (1-(3-dimethylaminopropyl)-3-ethylcarbodiimide hydrochloride). Reagents/catalysts: CN(C1=CC=NC=C1)C (4-dimethylaminopyridine). The solvent is C(C)N(CC)CC (Triethylamine), ClCCl (dichloromethane). Reaction conditions: time 12 hour. Product: Cl.CN(CCCC(=O)OC1C2=C(N(CCC1)C(C1=C(C=C(C=C1)NC(C1=C(C=CC=C1)C)=O)C)=O)C=CC(=C2)Cl)C (7-chloro-1-[2-methyl-4-(2-methyl-benzoylamino)-benzoyl]-2,3,4,5-tetrahydro-1H-benzo[b]azepin-5-yl 4-dimethylaminobutyrate hydrochloride). The yield is 138.2%. Reaction SMILES: [CH3:1][C:2]1[CH:3]=[CH:4][CH:5]=[CH:6][C:7]=1[C:8]([NH:10][C:11]1[CH:12]=[CH:13][C:14]([C:18]([N:20]2[C:26]3[CH:27]=[CH:28][C:29]([Cl:31])=[CH:30][C:25]=3[CH:24]([OH:32])[CH2:23][CH2:22][CH2:21]2)=[O:19])=[C:15]([CH3:17])[CH:16]=1)=[O:9].Cl.[CH3:34][N:35]([CH3:42])[CH2:36][CH2:37][CH2:38][C:39](O)=[O:40].Cl.CN(C)CCCN=C=NCC.C(=O)([O-])O.[Na+]>CN(C)C1C=CN=CC=1.ClCCl.C(N(CC)CC)C>[ClH:31].[CH3:34][N:35]([CH3:42])[CH2:36][CH2:37][CH2:38][C:39]([O:32][CH:24]1[CH2:23][CH2:22][CH2:21][N:20]([C:18](=[O:19])[C:14]2[CH:13]=[CH:12][C:11]([NH:10][C:8](=[O:9])[C:7]3[CH:6]=[CH:5][CH:4]=[CH:3][C:2]=3[CH3:1])=[CH:16][C:15]=2[CH3:17])[C:26]2[CH:27]=[CH:28][C:29]([Cl:31])=[CH:30][C:25]1=2)=[O:40] |f:1.2,3.4,5.6,10.11|. Procedure details: Tolvaptan (1.0 g, 2.2 mmol), 4-dimethylamino-butyric acid hydrochloride (0.48 g, 2.9 mmol), and 4-dimethylaminopyridine (27 mg, 0.22 mmol) were suspended in dichloromethane (5 ml). Triethylamine (0.4 ml) and 1-(3-dimethylaminopropyl)-3-ethylcarbodiimide hydrochloride (WSC) (0.55 g, 2.9 mmol) were added thereto, and the mixture was stirred at room temperature for 12 hours. An aqueous saturated sodium hydrogen carbonate solution was added to the reaction mixture, and the mixture was extracted with... Reactants: C(C)O (ethanol), [N+](=O)([O-])C1=CC=C(C=C1)C1OCCO1 (4-nitrophenyl-1,3-dioxolane), ClC=1C=C(C=CC1)CC#N ((3-chlorophenyl)acetonitrile), [OH-].[Na+] (sodium hydroxide). The solvent is CO (methanol). Product: ClC=1C=C(C=CC1)C=1ON=C2C1C=C(C=C2)C2(OCCO2)C2=CC=C(C=C2)Cl (3-(3-chlorophenyl)-5-[2-(4-chlorophenyl)-1,3-dioxolan-2-yl]-2,1-benzisoxazole). The yield is 86.0%. Reaction SMILES: [N+:1]([C:4]1[CH:9]=[CH:8][C:7]([CH:10]2[O:14][CH2:13][CH2:12][O:11]2)=[CH:6][CH:5]=1)([O-:3])=O.[Cl:15][C:16]1[CH:17]=[C:18]([CH2:22]C#N)[CH:19]=[CH:20][CH:21]=1.[OH-].[Na+].[CH2:27](O)[CH3:28]>CO>[Cl:15][C:16]1[CH:17]=[C:18]([C:22]2[O:3][N:1]=[C:4]3[CH:9]=[CH:8][C:7]([C:10]4([C:28]5[CH:27]=[CH:17][C:16]([Cl:15])=[CH:21][CH:20]=5)[O:14][CH2:13][CH2:12][O:11]4)=[CH:6][C:5]=23)[CH:19]=[CH:20][CH:21]=1 |f:2.3|. Procedure: Interm. (7-a) (50 g) and then (3-chlorophenyl)acetonitrile (34.8 ml) were added to a mixture of sodium hydroxide (32.8 g) in methanol (100 ml). The mixture was stirred and refluxed till complete dissolution. The reaction was carried out twice with the same quantities. The mixtures were combined. Ice and then ethanol were added. The mixture was allowed to crystallize out. The precipitate was filtered off, washed with ethanol and dried, yielding 58 g (86%) of 3-(3-chlorophenyl)-5-[2-(4-chloropheny... The reactants are N1C=CC2=CC=C(C=C12)C(=O)O (indole-6-carboxylic acid), C[Si](C)(C)C=[N+]=[N-] ((trimethylsilyl)diazomethane), hexanes. The solvent is CO (methanol), ClCCl (dichloromethane). Reaction conditions: time 8 hour. Yields the product COC(=O)C1=CC=C2C=CNC2=C1 (Indole-6-carboxylic Acid Methyl Ester). Reaction SMILES: [NH:1]1[C:9]2[C:4](=[CH:5][CH:6]=[C:7]([C:10]([OH:12])=[O:11])[CH:8]=2)[CH:3]=[CH:2]1.[CH3:13][Si](C=[N+]=[N-])(C)C>CO.ClCCl>[CH3:13][O:11][C:10]([C:7]1[CH:8]=[C:9]2[C:4]([CH:3]=[CH:2][NH:1]2)=[CH:5][CH:6]=1)=[O:12]. Procedure details: To a solution of indole-6-carboxylic acid (39.5 g, 245 mmol) in methanol (200 mL) and dichloromethane (750 mL) was added 2 M (trimethylsilyl)diazomethane in hexanes (160 mL, 320 mmol) dropwise over 1 hour. The reaction was stirred at room temperature overnight. The following day the reaction was concentrated to a thick brown crude oil that was diluted with ethyl acetate (500 mL) and washed with saturated aqueous sodium bicarbonate (2×200 mL), saturated aqueous sodium chloride (2×200 mL) and drie... The reactants are Cc1noc(NS(=O)(=O)c2ccccc2[N+](=O)[O-])c1C, CO, [H][H]. Product: Cc1noc(NS(=O)(=O)c2ccccc2N)c1C. RXN SMILES: [CH3:1][c:2]1[n:3][o:4][c:5]([NH:8][S:9](=[O:10])(=[O:11])[c:12]2[c:13]([N+:18]([O-:19])=[O:20])[cH:14][cH:15][cH:16][cH:17]2)[c:6]1[CH3:7].[CH3:23][OH:24].[H:21][H:22]>>[CH3:1][c:2]1[n:3][o:4][c:5]([NH:8][S:9](=[O:10])(=[O:11])[c:12]2[c:13]([NH2:18])[cH:14][cH:15][cH:16][cH:17]2)[c:6]1[CH3:7].